Dataset: the Open Reaction Database (ORD), a public repository of structured organic reaction records. Task: describe an organic reaction: reactants, conditions, products, and yield The reactants are C[Si](C)(C)[N-][Si](C)(C)C, CNC(=O)c1cnc(Cl)cc1-c1ccccc1C, FC(F)(F)c1cc(CBr)cc(C(F)(F)F)c1, [K+], C1CCOC1. Yields the product Cc1ccccc1-c1cc(Cl)ncc1C(=O)N(C)Cc1cc(C(F)(F)F)cc(C(F)(F)F)c1. RXN SMILES: [CH3:19][Si:20]([CH3:21])([CH3:22])[N-:23][Si:24]([CH3:25])([CH3:26])[CH3:27].[Cl:1][c:2]1[n:3][cH:4][c:5]([C:6](=[O:7])[NH:8][CH3:9])[c:10](-[c:12]2[c:13]([CH3:18])[cH:14][cH:15][cH:16][cH:17]2)[cH:11]1.[F:29][C:30]([c:31]1[cH:32][c:33]([CH2:34][Br:35])[cH:36][c:37]([C:39]([F:40])([F:41])[F:42])[cH:38]1)([F:43])[F:44].[K+:28].[O:45]1[CH2:46][CH2:47][CH2:48][CH2:49]1>>[Cl:1][c:2]1[n:3][cH:4][c:5]([C:6](=[O:7])[N:8]([CH3:9])[CH2:34][c:33]2[cH:32][c:31]([C:30]([F:29])([F:43])[F:44])[cH:38][c:37]([C:39]([F:40])([F:41])[F:42])[cH:36]2)[c:10](-[c:12]2[c:13]([CH3:18])[cH:14][cH:15][cH:16][cH:17]2)[cH:11]1.